Dataset: the Open Reaction Database (ORD), a public repository of structured organic reaction records. Task: describe an organic reaction: reactants, conditions, products, and yield Yields the product C12(CC3CC(CC(C1)C3)C2)C2=CC=C(O\C(=C/C(=O)O)\C)C=C2 (3-[4-(1-adamantyl)-phenoxy]-crotonic acid). Solvent: C(C)O (ethanol), [OH-].[Na+] (sodium hydroxide). As a reaction SMILES: C([O:3][C:4](=[O:25])/[CH:5]=[C:6](\[O:8][C:9]1[CH:14]=[CH:13][C:12]([C:15]23[CH2:24][CH:19]4[CH2:20][CH:21]([CH2:23][CH:17]([CH2:18]4)[CH2:16]2)[CH2:22]3)=[CH:11][CH:10]=1)/[CH3:7])C>C(O)C.[OH-].[Na+]>[C:15]12([C:12]3[CH:11]=[CH:10][C:9]([O:8]/[C:6](/[CH3:7])=[CH:5]\[C:4]([OH:25])=[O:3])=[CH:14][CH:13]=3)[CH2:22][CH:21]3[CH2:23][CH:17]([CH2:18][CH:19]([CH2:20]3)[CH2:24]1)[CH2:16]2 |f:2.3|. Starting materials: C(C)OC(\C=C(\C)/OC1=CC=C(C=C1)C12CC3CC(CC(C1)C3)C2)=O (3-[4-(1-adamantyl)-phenoxy]-crotonic acid ethyl ester). Reported procedure: A solution of 12.2 g of 3-[4-(1-adamantyl)-phenoxy]-crotonic acid ethyl ester in 120 ml of ethanol and 24 ml of 2 N sodium hydroxide solution is then stirred for 5 days at about 25° C. It is then evaporated in vacuo to a volume of approx. 20 ml and the residue is partitioned between twice 200 ml of methylene chloride and 200 ml of 2 N hydrochloric acid. The organic phase are wahsed until neutral, treated with active charcoal, dried over sodium sulphate and evaporated in vacuo. Crystallisation of...